Dataset: the Open Reaction Database (ORD), a public repository of structured organic reaction records. Task: describe an organic reaction: reactants, conditions, products, and yield The reactants are C1(O)=CC=C(O)C=C1 (hydroquinone), C=C1C2C(C(C(C1=C)O2)=C)=C (2,3,5,6-tetramethylene-7-oxabicyclo[2.2.1]heptane), C(=C)C(=O)C (methyl vinyl ketone). The reagents and catalysts are [Cl-].[Zn+2].[Cl-] (zinc chloride). The solvent is C(Cl)(Cl)Cl (chloroform). Reaction conditions: time 20 hour. Product: C=C1C2C=3CCC(CC3C(C1=C)O2)C(=O)C (methyl (1,2,3,4,5,6,7,8-octahydro-2,3-dimethylene-1,4-epoxynaphthalen-6-yl) ketone). The yield is 86.0%. RXN SMILES: [CH2:1]=[C:2]1[C:7](=[CH2:8])[CH:6]2[O:9][CH:3]1[C:4](=[CH2:11])[C:5]2=[CH2:10].[CH:12]([C:14]([CH3:16])=[O:15])=[CH2:13].C1(C=CC(O)=CC=1)O>[Cl-].[Zn+2].[Cl-].C(Cl)(Cl)Cl>[CH2:11]=[C:4]1[C:5](=[CH2:10])[CH:6]2[O:9][CH:3]1[C:2]1[CH2:1][CH2:13][CH:12]([C:14]([CH3:16])=[O:15])[CH2:8][C:7]=12 |f:3.4.5|. Procedure: A mixture of 11.4 g of 2,3,5,6-tetramethylene-7-oxabicyclo[2.2.1]heptane, 2 g of anhydrous zinc chloride, 30 ml of methyl vinyl ketone and 75 ml of chloroform, containing 10 mg of hydroquinone, was stirred at room temperature for 20 hours under nitrogen. The mixture was concentrated under reduced pressure (ca 15 mmHg, room temperature) and rapidly eluted with methylene chloride/ethyl acetate (2:1) on a short column filled with 18 g of SiO2 (70-230 mesh). The first fractions contained methyl (1,2... Reagents/catalysts: C(=O)([O-])[O-].[Cs+].[Cs+], C1CCC(CC1)P(C2CCCCC2)C3=CC=CC=C3C4=CC=CC=C4, CC(=O)O.CC(=O)O.[Pd]. Reported procedure: 4-(2-methyl-1H-imidazol-1-yl)aniline (0.121 g, 0.70 mmol), Palladium acetate (0.014 g, 0.06 mmol) and Cesium carbonate (0.618 g, 1.90 mmol) were added in a microwave vial. The mixture was capped and flushed with argon. 2-(8-chloro-2-(1,3-dimethyl-1H-pyrazol-5-yl)-2,3-dihydropyrido[3,2-f][1,4]oxazepin-4(5H)-yl)acetonitrile (0.201 g, 0.63 mmol) in 1,2-dimethoxyethane (5 mL) was added, the reaction mixture was flushed with argon and the mixture was run in a microwave for 60 minutes at 100°C. No pro... The solvent is COCCOC. The yield is 14.3%. Conditions: temperature 100 celsius. Starting materials: CC1=NC=CN1C2=CC=C(C=C2)N, CC1=NN(C(=C1)C2CN(CC3=C(O2)N=C(C=C3)Cl)CC#N)C. Product: CC1=NN(C(=C1)C2CN(CC3=C(O2)N=C(C=C3)NC4=CC=C(C=C4)N5C=CN=C5C)CC#N)C. Reactants: COc1cccc(C(=O)Nc2sc3c(c2C#N)CCNC3)c1, CCCC(=O)Cl. Product: CCCC(=O)N1CCc2c(sc(NC(=O)c3cccc(OC)c3)c2C#N)C1. As a reaction SMILES: [C:1](#[N:2])[c:3]1[c:4]([NH:12][C:13]([c:14]2[cH:15][c:16]([O:20][CH3:21])[cH:17][cH:18][cH:19]2)=[O:22])[s:5][c:6]2[c:11]1[CH2:10][CH2:9][NH:8][CH2:7]2.[C:23]([CH2:24][CH2:25][CH3:26])(=[O:27])[Cl:28]>>[C:1](#[N:2])[c:3]1[c:4]([NH:12][C:13]([c:14]2[cH:15][c:16]([O:20][CH3:21])[cH:17][cH:18][cH:19]2)=[O:22])[s:5][c:6]2[c:11]1[CH2:10][CH2:9][N:8]([C:23]([CH2:24][CH2:25][CH3:26])=[O:27])[CH2:7]2. The reactants are CO, CN=C(SC)N(C)Cc1ccccc1, Cl, [K+], NO, NO, [OH-]. Yields the product CNC(=NO)N(C)Cc1ccccc1. Reaction SMILES: [CH3:22][OH:23].[CH3:8][S:9][C:10]([N:11]([CH3:12])[CH2:13][c:14]1[cH:15][cH:16][cH:17][cH:18][cH:19]1)=[N:20][CH3:21].[ClH:3].[K+:7].[NH2:1][OH:2].[NH2:4][OH:5].[OH-:6]>>[N:1]([OH:2])=[C:10]([N:11]([CH3:12])[CH2:13][c:14]1[cH:15][cH:16][cH:17][cH:18][cH:19]1)[NH:20][CH3:21]. Reactants: F[B-](F)(F)F, NNC(=O)OCc1ccccc1, Cc1sc(C(=O)O)c2c1C1C(C2)C1(C)C, CCOCC, CCN(C(C)C)C(C)C, ClCCl, CN(C)C(On1nnc2ccccc21)=[N+](C)C. Product: Cc1sc(C(=O)NNC(=O)OCc2ccccc2)c2c1C1C(C2)C1(C)C. Reaction SMILES: [B-:37]([F:38])([F:39])([F:40])[F:41].[CH2:16]([c:17]1[cH:18][cH:19][cH:20][cH:21][cH:22]1)[O:23][C:24](=[O:25])[NH:26][NH2:27].[CH3:1][C:2]1([CH3:15])[CH:3]2[CH:4]1[CH2:5][c:6]1[c:7]([C:12](=[O:13])[OH:14])[s:8][c:9]([CH3:11])[c:10]12.[CH3:62][CH2:63][O:64][CH2:65][CH3:66].[CH:28]([N:29]([CH2:30][CH3:31])[CH:32]([CH3:33])[CH3:34])([CH3:35])[CH3:36].[Cl:59][CH2:60][Cl:61].[n:42]1([O:43][C:44]([N:45]([CH3:46])[CH3:47])=[N+:48]([CH3:49])[CH3:50])[c:51]2[cH:52][cH:53][cH:54][cH:55][c:56]2[n:57][n:58]1>>[CH3:1][C:2]1([CH3:15])[CH:3]2[CH:4]1[CH2:5][c:6]1[c:7]([C:12](=[O:14])[NH:27][NH:26][C:24]([O:23][CH2:16][c:17]3[cH:18][cH:19][cH:20][cH:21][cH:22]3)=[O:25])[s:8][c:9]([CH3:11])[c:10]12. RXN SMILES: [CH:1]([C:3]1[CH:11]=[CH:10][C:6]([C:7](Cl)=[O:8])=[CH:5][CH:4]=1)=O.[C:12](#[N:15])[CH:13]=C.C(N1CCOCC1)C>CC1C=CC(C)=CC=1.C([O-])(=O)C.[Pd+2].C([O-])(=O)C>[CH:7]([C:6]1[CH:10]=[CH:11][C:3]([CH:1]=[CH:13][C:12]#[N:15])=[CH:4][CH:5]=1)=[O:8] |f:4.5.6|. The reactants are C(=O)C1=CC=C(C(=O)Cl)C=C1 (4-formylbenzoyl chloride), C(C=C)#N (acrylonitrile), C(C)N1CCOCC1 (N-ethylmorpholine). Reagents/catalysts: C(C)(=O)[O-].[Pd+2].C(C)(=O)[O-] (palladium acetate). Procedure details: The amounts of palladium acetate shown in Table 2 below, 6.74 g (40 millimols) of 4-formylbenzoyl chloride, 2.63 ml (40 millimols) of acrylonitrile and 5.12 ml (40 millimols) of N-ethylmorpholine, in 80 ml of p-xylene, are stirred for 5 hours at 120° C. The yields of 4-formylcinnamonitrile are shown in Table 2. Product: C(=O)C1=CC=C(C=CC#N)C=C1 (4-formylcinnamonitrile). Run in CC=1C=CC(=CC1)C (p-xylene). Reactants: NC=1C2=C(N=CN1)P=CN2[C@H]2[C@H](OC(C1=CC=CC=C1)=O)[C@H](OC(C1=CC=CC=C1)=O)[C@H](O2)COC(C2=CC=CC=C2)=O (7-Amino-1-(2,3,5-tri-O-benzoyl-β-D-ribofuranosyl)-1,3-azaphospholo[4,5-d]pyrimidine), NC=1C2=C(N=CN1)P=CN2[C@H]2[C@H](OC(C1=CC=CC=C1)=O)[C@H](OC(C1=CC=CC=C1)=O)[C@H](O2)COC(C2=CC=CC=C2)=O (7-Amino-1-(2,3,5-tri-O-benzoyl-β-D-ribofuranosyl)-1,3-azaphospholo[4,5-d]pyrimidine). Solvent: N (ammonia). Conditions: time 20 hour. Yields the product NC=1C2=C(N=CN1)P=CN2[C@H]2[C@H](O)[C@H](O)[C@H](O2)CO (7-Amino-1-(β-D-ribofuranosyl)-1,3-azaphospholo-[4,5-d]pyrimidine). The yield is 84.4%. RXN SMILES: [NH2:1][C:2]1[C:3]2[N:10]([C@@H:11]3[O:33][C@H:32]([CH2:34][O:35]C(=O)C4C=CC=CC=4)[C@@H:22]([O:23]C(=O)C4C=CC=CC=4)[C@H:12]3[O:13]C(=O)C3C=CC=CC=3)[CH:9]=[P:8][C:4]=2[N:5]=[CH:6][N:7]=1>N>[NH2:1][C:2]1[C:3]2[N:10]([C@@H:11]3[O:33][C@H:32]([CH2:34][OH:35])[C@@H:22]([OH:23])[C@H:12]3[OH:13])[CH:9]=[P:8][C:4]=2[N:5]=[CH:6][N:7]=1. Procedure details: A mixture of 7-Amino-1-(2,3,5-tri-O-benzoyl-β-D-ribofuranosyl)-1,3-azaphospholo[4,5-d]pyrimidine (compound 21 , R=2,3,5-tri-O-benzoyl-β-ribofuranose, 0.45 g, 0.75 mmol) and methanolic ammonia (100 mL, saturated at 0° C.) was stirred at room temperature for 20 h and the methanolic ammonia was evaporated under reduced pressure. The residue was triturated with methanol (10 mL) and the product was collected by filtration. The filtrate was evaporated and the residue was purified by chromatography ove...